This data is from the Open Reaction Database (ORD), a public repository of structured organic reaction records. The task is: describe an organic reaction: reactants, conditions, products, and yield The reactants are [N+](=O)([O-])N1N=C2C=C(C=CC2=C1)[N+](=O)[O-] (2,6-dinitro-2H-indazole), N1(CCOCC1)CCN (2-morpholin-4-yl-ethylamine). Solvent: C(C)(=O)OCC (ethyl acetate), C1CCOC1 (THF). Reaction conditions: time 12 hour. Product: N1(CCOCC1)CCNC1=NNC2=CC(=CC=C12)[N+](=O)[O-] (3-(2-morpholin-4-yl-ethylamino)-6-nitro-1H-indazole). As a reaction SMILES: [N+]([N:4]1[CH:12]=[C:11]2[C:6]([CH:7]=[C:8]([N+:13]([O-:15])=[O:14])[CH:9]=[CH:10]2)=[N:5]1)([O-])=O.[N:16]1([CH2:22][CH2:23][NH2:24])[CH2:21][CH2:20][O:19][CH2:18][CH2:17]1>C1COCC1.C(OCC)(=O)C>[N:16]1([CH2:22][CH2:23][NH:24][C:12]2[C:11]3[C:6](=[CH:7][C:8]([N+:13]([O-:15])=[O:14])=[CH:9][CH:10]=3)[NH:5][N:4]=2)[CH2:21][CH2:20][O:19][CH2:18][CH2:17]1. Procedure details: To a solution of 2,6-dinitro-2H-indazole (1 mmol) (prepared by nitration of 6-nitroindazole; Wrzeciono, et al., E. Pharmazie, 1980, 35, 593-596) in dry THF (4 mL) at 0° C., 2-morpholin-4-yl-ethylamine (2 mmol) was added dropwise. The reaction mixture was allowed to warm to room temperature and stirred for 12 h. The contents were diluted with ethyl acetate (20 mL), washed with water (2×10 mL), and brine (10 mL) and dried over anhydrous sodium sulfate. The solvent was removed in vacuo to yield 3-(... Starting materials: O=C([O-])[O-], COc1ccc(-c2cc3nccnc3[nH]2)cc1O, CN(C)C=O, CCOC(=O)CCl, [Cs+], [Cs+]. Product: CCOC(=O)COc1cc(-c2cc3nccnc3[nH]2)ccc1OC. As a reaction SMILES: [C:19](=[O:20])([O-:21])[O-:22].[CH3:1][O:2][c:3]1[c:4]([OH:18])[cH:5][c:6](-[c:9]2[cH:10][c:11]3[c:12]([n:13][cH:14][cH:15][n:16]3)[nH:17]2)[cH:7][cH:8]1.[CH3:32][N:33]([CH3:34])[CH:35]=[O:36].[Cl:25][CH2:26][C:27](=[O:28])[O:29][CH2:30][CH3:31].[Cs+:23].[Cs+:24]>>[CH3:1][O:2][c:3]1[c:4]([O:18][CH2:26][C:27](=[O:28])[O:29][CH2:30][CH3:31])[cH:5][c:6](-[c:9]2[cH:10][c:11]3[c:12]([n:13][cH:14][cH:15][n:16]3)[nH:17]2)[cH:7][cH:8]1.